This data is from the Open Reaction Database (ORD), a public repository of structured organic reaction records. The task is: describe an organic reaction: reactants, conditions, products, and yield The reactants are [O-]C1=CC=CC=C1.[Na+] (sodium phenoxide), ClC=1C=C2C(C(=O)N(C2=O)C)=CC1 (4-chloro-N-methyl phthalimide). Run at temperature 250 celsius. Product: O(C1=CC=CC=C1)C=1C=C2C(C(=O)N(C2=O)C)=CC1 (4-phenoxy-N-methyl phthalimide). Isolated yield 45.6%. Reaction SMILES: [O-:1][C:2]1[CH:7]=[CH:6][CH:5]=[CH:4][CH:3]=1.[Na+].Cl[C:10]1[CH:11]=[C:12]2[C:17](=[O:18])[N:16]([CH3:19])[C:14](=[O:15])[C:13]2=[CH:20][CH:21]=1>>[O:1]([C:10]1[CH:11]=[C:12]2[C:17](=[O:18])[N:16]([CH3:19])[C:14](=[O:15])[C:13]2=[CH:20][CH:21]=1)[C:2]1[CH:7]=[CH:6][CH:5]=[CH:4][CH:3]=1 |f:0.1|. Procedure details: A mixture of 0.440 g (3.80 mmol) of anhydrous sodium phenoxide and 1.50 g (76.7 mmol) of 4-chloro-N-methyl phthalimide is heated to 250° C. for 4 hours under a nitrogen gas atmosphere in an autoclave. There was obtained a 45.6% yield of 4-phenoxy-N-methyl phthalimide based on the phenoxide as determined by gas or liquid chromatographic analysis using o-terphenyl as an internal standard. The product was identified by a comparison of its retention time with that of an authentic sample of the desir... Reactants: ONC(\C=C\C1=CC=C(C=C1)CNCCC1=C(NC2=CC=CC=C12)C)=O (N-hydroxy-3-[4-[[[2-(2-methyl-1H-indol-3-yl)ethyl]amino]methyl]phenyl]-2E-2-propenamide), C([C@@H](O)C)(=O)O (L-(+)-lactic acid). Product: C([C@@H](O)C)(=O)O.ONC(\C=C\C1=CC=C(C=C1)CNCCC1=C(NC2=CC=CC=C12)C)=O (N-hydroxy-3-[4-[[[2-(2-methyl-1H-indol-3-yl)ethyl]amino]methyl]phenyl]-2E-2-propenamide L-(+)-lactate salt). As a reaction SMILES: [OH:1][NH:2][C:3](=[O:26])/[CH:4]=[CH:5]/[C:6]1[CH:11]=[CH:10][C:9]([CH2:12][NH:13][CH2:14][CH2:15][C:16]2[C:24]3[C:19](=[CH:20][CH:21]=[CH:22][CH:23]=3)[NH:18][C:17]=2[CH3:25])=[CH:8][CH:7]=1.[C:27]([OH:32])(=[O:31])[C@H:28]([CH3:30])[OH:29]>>[C:27]([OH:32])(=[O:31])[C@H:28]([CH3:30])[OH:29].[OH:1][NH:2][C:3](=[O:26])/[CH:4]=[CH:5]/[C:6]1[CH:11]=[CH:10][C:9]([CH2:12][NH:13][CH2:14][CH2:15][C:16]2[C:24]3[C:19](=[CH:20][CH:21]=[CH:22][CH:23]=3)[NH:18][C:17]=2[CH3:25])=[CH:8][CH:7]=1 |f:2.3|. Procedure: N-hydroxy-3-[4-[[[2-(2-methyl-1H-indol-3-yl)ethyl]amino]methyl]phenyl]-2E-2-propenamide free base (20.0 g) was treated with L-(+)-lactic acid (6.8 g) according to the procedure described in Example 19 to obtain crystalline N-hydroxy-3-[4-[[[2-(2-methyl-1H-indol-3-yl)ethyl]amino]methyl]phenyl]-2E-2-propenamide L-(+)-lactate salt, anhydrate form. Melting point and decomposition take place together at 184.7° C. The XRPD pattern is as shown in FIG. 13D (2θ=9.9, 11.4, 13.8, 18.1, 18.5, 19.7, 20.2, 21... Starting materials: COc1cc(Br)ccc1NC(=O)CCl, O=C([O-])[O-], C1CCNC1, CC#N, [K+], [K+]. Yields the product COc1cc(Br)ccc1NC(=O)CN1CCCC1. RXN SMILES: [Br:6][c:7]1[cH:8][c:9]([O:18][CH3:19])[c:10]([NH:13][C:14]([CH2:15][Cl:16])=[O:17])[cH:11][cH:12]1.[C:20](=[O:21])([O-:22])[O-:23].[CH2:1]1[CH2:2][CH2:3][NH:4][CH2:5]1.[CH3:26][C:27]#[N:28].[K+:24].[K+:25]>>[CH2:1]1[CH2:2][CH2:3][N:4]([CH2:15][C:14]([NH:13][c:10]2[c:9]([O:18][CH3:19])[cH:8][c:7]([Br:6])[cH:12][cH:11]2)=[O:17])[CH2:5]1. Starting materials: [OH-].[NH4+] (ammonium hydroxide), E-2 1,2-Dihydro-5-methyl-2-oxo-1,6-naphthyridine-3carboxamide, S(O)(O)(=O)=O (sulfuric acid), CC1=C2C=C(C(NC2=CC=N1)=O)C#N (1,2-dihydro-5-methyl-2-oxo-1,6-naphthyridine-3-carbonitrile). The solvent is C(C)(=O)O (acetic acid). Reaction conditions: time 8 hour. Yields the product CC1=C2C=C(C(NC2=CC=N1)=O)C(=O)N (1,2-dihydro-5-methyl-2-oxo-1,6-naphthyridine-3-carboxamide). Reaction SMILES: S(=O)(=O)(O)O.[CH3:6][C:7]1[N:16]=[CH:15][CH:14]=[C:13]2[C:8]=1[CH:9]=[C:10]([C:18]#[N:19])[C:11](=[O:17])[NH:12]2.[OH-:20].[NH4+]>C(O)(=O)C>[CH3:6][C:7]1[N:16]=[CH:15][CH:14]=[C:13]2[C:8]=1[CH:9]=[C:10]([C:18]([NH2:19])=[O:20])[C:11](=[O:17])[NH:12]2 |f:2.3|. Procedure details: E-2 1,2-Dihydro-5-methyl-2-oxo-1,6-naphthyridine-3carboxamide--To 200 ml of concentrated sulfuric acid chilled in an ice bath was added with stirring 37 g of 1,2-dihydro-5-methyl-2-oxo-1,6-naphthyridine-3-carbonitrile and the reaction mixture was allowed to stand at room temperature overnight. The reaction mixture was then poured on ice (1 liter beaker, half filled), the resulting mixture cooled in an ice bath and then neutralized by adding aqueous ammonium hydroxide, followed by addition of ace...